From a dataset of the Open Reaction Database (ORD), a public repository of structured organic reaction records. describe an organic reaction: reactants, conditions, products, and yield Reactants: Teflon® PFA, C1=CC=CC2=CC3=CC=CC=C3C=C12.CN(C)C=O (anthracene DMF), Cu. The reagents and catalysts are [Pd] (Pd). Yields the product C1=CC=CC2=CC3=CC=CC=C3C=C12 (anthracene). Reaction SMILES: [CH:1]1[C:14]2[C:5](=[CH:6][C:7]3[C:12]([CH:13]=2)=[CH:11][CH:10]=[CH:9][CH:8]=3)[CH:4]=[CH:3][CH:2]=1.CN(C=O)C>[Pd]>[CH:4]1[C:5]2[C:14](=[CH:13][C:12]3[C:7]([CH:6]=2)=[CH:8][CH:9]=[CH:10][CH:11]=3)[CH:1]=[CH:2][CH:3]=1 |f:0.1|. Procedure details: An anthracene reducing solution is prepared as described in Example 1. A transparent film of Teflon® PFA measuring 2 cm×10 cm×2 mil thick is immersed in the anthracene/DMF bath for 5 min and Pd seeded and an electroless Cu film is deposited as described in Example 1. Starting materials: C(C1=CC=CC=C1)[C@H]1N=C2C=3NC(=NC3N=C(N2C1)Cl)C1CCCC1 ((R)-8-benzyl-5-chloro-2-cyclopentyl-7,8-dihydro-1H-imidazo[2,1-i]purine), CSC(CO)C (2-methylthiopropanol), [H-].[Na+] (sodium hydride), C(C1=CC=CC=C1)[C@H]1N=C2C=3NC(=NC3N=C(N2C1)Cl)C1CCCC1 ((R)-8-benzyl-5-chloro-2-cyclopentyl-7,8-dihydro-1H-imidazo[2,1-i]purine), C(C)(=O)OCC (ethyl acetate). Solvent: O1CCCC1 (tetrahydrofuran). Conditions: time 4 hour. The product is C(C1=CC=CC=C1)[C@H]1N=C2C=3NC(=NC3N=C(N2C1)OCCCSC)C1CCCC1 ((R)-8-Benzyl-2-cyclopentyl-7,8-dihydro-5-(3-methylthiopropyloxy)-1H-imidazo[2,1-i]purine). The yield is 40.0%. As a reaction SMILES: [CH2:1]([C@@H:8]1[CH2:19][N:18]2[C:10]([C:11]3[NH:12][C:13]([CH:21]4[CH2:25][CH2:24][CH2:23][CH2:22]4)=[N:14][C:15]=3[N:16]=[C:17]2Cl)=[N:9]1)[C:2]1[CH:7]=[CH:6][CH:5]=[CH:4][CH:3]=1.[CH3:26][S:27][CH:28](C)CO.[H-].[Na+].C([O:37][CH2:38][CH3:39])(=O)C>O1CCCC1>[CH2:1]([C@@H:8]1[CH2:19][N:18]2[C:10]([C:11]3[NH:12][C:13]([CH:21]4[CH2:25][CH2:24][CH2:23][CH2:22]4)=[N:14][C:15]=3[N:16]=[C:17]2[O:37][CH2:38][CH2:39][CH2:26][S:27][CH3:28])=[N:9]1)[C:2]1[CH:7]=[CH:6][CH:5]=[CH:4][CH:3]=1 |f:2.3|. Procedure details: To a solution of Compound 67a (240 mg, 0.585 mmol) obtained in Example 67 in tetrahydrofuran (2 mL) were added 2-methylthiopropanol (1 mL) and sodium hydride (containing 34% mineral oil, 88 mg, 2.34 mmol), then Compound 67a (240 mg, 0.585 mmol) was further added to the mixture, and stirring was continued at 100° C. for 4 hours. To the reaction mixture was added ethyl acetate, and the mixture was washed twice with water and dried over magnesium sulfate. The reaction mixture was concentrated, and ... Reported procedure: In a manner similar to Preparation 2, react 4-(3-methoxyphenyl)-1-(phenylmethyl)-2-piperazinecarboxamide (0.9 g, 27 mmol) with lithium aluminum hydride (2.1 g, 55 mmol) to give the title compound. Reactants: COC=1C=C(C=CC1)N1CC(N(CC1)CC1=CC=CC=C1)C(=O)N (4-(3-methoxyphenyl)-1-(phenylmethyl)-2-piperazinecarboxamide), [H-].[Al+3].[Li+].[H-].[H-].[H-] (lithium aluminum hydride). Product: COC=1C=C(C=CC1)N1CC(N(CC1)CC1=CC=CC=C1)CN (4-(3-Methoxyphenyl)-1-(phenylmethyl)-2-piperazinemethanamine). RXN SMILES: [CH3:1][O:2][C:3]1[CH:4]=[C:5]([N:9]2[CH2:14][CH2:13][N:12]([CH2:15][C:16]3[CH:21]=[CH:20][CH:19]=[CH:18][CH:17]=3)[CH:11]([C:22]([NH2:24])=O)[CH2:10]2)[CH:6]=[CH:7][CH:8]=1.[H-].[Al+3].[Li+].[H-].[H-].[H-]>>[CH3:1][O:2][C:3]1[CH:4]=[C:5]([N:9]2[CH2:14][CH2:13][N:12]([CH2:15][C:16]3[CH:17]=[CH:18][CH:19]=[CH:20][CH:21]=3)[CH:11]([CH2:22][NH2:24])[CH2:10]2)[CH:6]=[CH:7][CH:8]=1 |f:1.2.3.4.5.6|.